From a dataset of the Open Reaction Database (ORD), a public repository of structured organic reaction records. describe an organic reaction: reactants, conditions, products, and yield Reactants: OC1=C(C(CC(C1)C1=C(C=CC=C1C)C)=O)C(CC)=O (3-hydroxy-5-(2,6-dimethylphenyl)-2-propionylcyclohex-2-en-1-one), ClS(=O)(=O)O (chlorosulfonic acid), CNC (dimethylamine), Cl.C(C)ON (ethoxyamine hydrochloride). Product: C(C)ON=C(CC)C=1C(CC(CC1O)C1=C(C(=CC=C1C)S(N(C)C)(=O)=O)C)=O (2-[1-(Ethoxyimino)propyl]-3-hydroxy-5-(2,6-dimethyl-3-dimethylsulfamoylphenyl)cyclohex-2-en-1-one). Reaction SMILES: [OH:1][C:2]1[CH2:7][CH:6]([C:8]2[C:13]([CH3:14])=[CH:12][CH:11]=[CH:10][C:9]=2[CH3:15])[CH2:5][C:4](=[O:16])[C:3]=1[C:17](=O)[CH2:18][CH3:19].Cl[S:22]([OH:25])(=O)=[O:23].[CH3:26][NH:27][CH3:28].Cl.[CH2:30]([O:32][NH2:33])[CH3:31]>>[CH2:30]([O:32][N:33]=[C:17]([C:3]1[C:4](=[O:16])[CH2:5][CH:6]([C:8]2[C:13]([CH3:14])=[CH:12][CH:11]=[C:10]([S:22](=[O:25])(=[O:23])[N:27]([CH3:28])[CH3:26])[C:9]=2[CH3:15])[CH2:7][C:2]=1[OH:1])[CH2:18][CH3:19])[CH3:31] |f:3.4|. Reported procedure: 2-[1-(Ethoxyimino)propyl]-3-hydroxy-5-(2,6-dimethyl-3-dimethylsulfamoylphenyl)cyclohex-2-en-1-one (5) was prepared from 3-hydroxy-5-(2,6-dimethylphenyl)-2-propionylcyclohex-2-en-1-one, chlorosulfonic acid, dimethylamine, and ethoxyamine hydrochloride following essentially the same procedure as that described in Example 5. Starting materials: FC=1C=C(C=CC1OC)C1=CC=C(C=C1)C(=O)O (3'-fluoro-4'-methoxybiphenyl-4-carboxylic acid), C(C)(=O)O (acetic acid), Br (hydrogen bromide). The solvent is O (water). The product is FC=1C=C(C=CC1O)C1=CC=C(C=C1)C(=O)O (3'-fluoro-4'-hydroxybiphenyl-4-carboxylic acid). The yield is 92.2%. Reaction SMILES: [F:1][C:2]1[CH:3]=[C:4]([C:10]2[CH:15]=[CH:14][C:13]([C:16]([OH:18])=[O:17])=[CH:12][CH:11]=2)[CH:5]=[CH:6][C:7]=1[O:8]C.C(O)(=O)C.Br>O>[F:1][C:2]1[CH:3]=[C:4]([C:10]2[CH:15]=[CH:14][C:13]([C:16]([OH:18])=[O:17])=[CH:12][CH:11]=2)[CH:5]=[CH:6][C:7]=1[OH:8]. Procedure details: To 42 g (0.17 mol) of the above 3'-fluoro-4'-methoxybiphenyl-4-carboxylic acid were added 1.7 l of acetic acid and 300 ml of 48% hydrogen bromide solution, which was refluxed for 20 hours, poured into 3.5 l of water and air cooled. The precipitated crystal was filtered to obtain 36.4 g (yield: 92%) of 3'-fluoro-4'-hydroxybiphenyl-4-carboxylic acid.